Dataset: the Open Reaction Database (ORD), a public repository of structured organic reaction records. Task: describe an organic reaction: reactants, conditions, products, and yield The reactants are FC1=C(C=C(C=C1)NC(C1=C(C=C(C(=C1)[N+](=O)[O-])NC)F)=O)Cl (N-(4-fluoro-3-chloro-phenyl)-2-fluoro-4-methylamino-5-nitro-benzoic acid amide), FCCO (2-fluoroethanol), FCCO (2-fluoroethanol), C[Si](C)(C)[N-][Si](C)(C)C.[K+] (KHMDS), C[Si](C)(C)[N-][Si](C)(C)C.[K+] (KHMDS), ice. Run in C1CCOC1 (THF). Reaction conditions: temperature 60 celsius, time 8 hour. The product is ClC=1C=C(C=CC1F)NC(C1=C(C=C(C(=C1)[N+](=O)[O-])NC)OCCF)=O (N-(3-chloro-4-fluorophenyl)-2-(2-fluoroethoxy)-4-methylamino-5-nitro-benzamide). Reaction SMILES: C[Si]([N-][Si](C)(C)C)(C)C.[K+].[F:11][C:12]1[CH:17]=[CH:16][C:15]([NH:18][C:19](=[O:32])[C:20]2[CH:25]=[C:24]([N+:26]([O-:28])=[O:27])[C:23]([NH:29][CH3:30])=[CH:22][C:21]=2F)=[CH:14][C:13]=1[Cl:33].[F:34][CH2:35][CH2:36][OH:37]>C1COCC1>[Cl:33][C:13]1[CH:14]=[C:15]([NH:18][C:19](=[O:32])[C:20]2[CH:25]=[C:24]([N+:26]([O-:28])=[O:27])[C:23]([NH:29][CH3:30])=[CH:22][C:21]=2[O:37][CH2:36][CH2:35][F:34])[CH:16]=[CH:17][C:12]=1[F:11] |f:0.1|. Reported procedure: KHMDS (0.320 g, 1.60 mmol) is added to an ice-cooled mixture of N-(4-fluoro-3-chloro-phenyl)-2-fluoro-4-methylamino-5-nitro-benzoic acid amide (500 mg, 1.46 mmol), 2-fluoroethanol (0.129 ml, 2.19 mmol) and 30 ml THF. After 30 min the temperature is raised to 60° C. for 4.5 h, then it is stirred at rt overnight. Additional 2-fluoroethanol (0.129 ml, 2.19 mmol) and KHMDS (0.160 g, 0.80 mmol) are added and it is stirred for 4.5 h at 60° C. Then the mixture is diluted with satd. aq. NaHCO3-solution ... The reactants are C(C(=O)C)(=O)OCC (ethyl pyruvate), ClC1=CC=C(C=C1)NC=1C(=CC(=CC1)C(F)(F)F)N (N-(4-chlorophenyl)-4-trifluoromethylbenzene-1,2-diamine). Yields the product ClC1=CC=C(C=C1)N1C(C(=NC2=CC(=CC=C12)C(F)(F)F)C)=O (4-Chlorophenyl-1,2-dihydro-3-methyl-6-trifluoromethyl-quinoxalin-2-one). Reaction SMILES: [C:1]([O:6]CC)(=O)[C:2]([CH3:4])=O.[Cl:9][C:10]1[CH:15]=[CH:14][C:13]([NH:16][C:17]2[C:18]([NH2:27])=[CH:19][C:20]([C:23]([F:26])([F:25])[F:24])=[CH:21][CH:22]=2)=[CH:12][CH:11]=1>>[Cl:9][C:10]1[CH:11]=[CH:12][C:13]([N:16]2[C:17]3[C:18](=[CH:19][C:20]([C:23]([F:24])([F:25])[F:26])=[CH:21][CH:22]=3)[N:27]=[C:2]([CH3:4])[C:1]2=[O:6])=[CH:14][CH:15]=1. Procedure: Preparation as in Example 1 but using ethyl pyruvate and N-(4-chlorophenyl)-4-trifluoromethylbenzene-1,2-diamine. Reactants: COC(CBr)c1ccc(-c2ccccc2)cc1, CCO, N. Product: COC(CN)c1ccc(-c2ccccc2)cc1. Reaction SMILES: [Br:1][CH2:2][CH:3]([O:4][CH3:5])[c:6]1[cH:7][cH:8][c:9](-[c:12]2[cH:13][cH:14][cH:15][cH:16][cH:17]2)[cH:10][cH:11]1.[CH3:19][CH2:20][OH:21].[NH3:18]>>[CH2:2]([CH:3]([O:4][CH3:5])[c:6]1[cH:7][cH:8][c:9](-[c:12]2[cH:13][cH:14][cH:15][cH:16][cH:17]2)[cH:10][cH:11]1)[NH2:18]. As a reaction SMILES: [CH2:1]([c:2]1[cH:3][cH:4][cH:5][cH:6][cH:7]1)[O:8][c:9]1[cH:10][cH:11][c:12]2[c:13]3[c:14]([c:15]([NH2:19])[n:16][c:17]2[cH:18]1)[n:20][c:21]([CH2:26][O:27][CH2:28][CH3:29])[n:22]3[CH2:23][CH2:24][CH3:25].[CH3:30][CH2:31][OH:32]>>[OH:8][c:9]1[cH:10][cH:11][c:12]2[c:13]3[c:14]([c:15]([NH2:19])[n:16][c:17]2[cH:18]1)[n:20][c:21]([CH2:26][O:27][CH2:28][CH3:29])[n:22]3[CH2:23][CH2:24][CH3:25]. Reactants: CCCn1c(COCC)nc2c(N)nc3cc(OCc4ccccc4)ccc3c21, CCO. The product is CCCn1c(COCC)nc2c(N)nc3cc(O)ccc3c21. Reactants: ClC=1C=C(CN)C=CC1Cl (3,4-dichlorobenzylamine), COC(C1=CC=C(C=C1)C=1N=C(C2=C(N1)SC(=C2)Cl)Cl)=O (4-(4-chloro-6-chloro-thieno-[2,3-d]-pyrimidin-2-yl)-benzoic acid methylester). Yields the product COC(C1=CC=C(C=C1)C=1N=C(C2=C(N1)SC(=C2)Cl)NCC2=CC(=C(C=C2)Cl)Cl)=O (4-[4-(3,4-dichlorobenzylamino)-6-chloro-thieno-[2,3-d]-pyrimidin-2-yl]-benzoic acid methylester). RXN SMILES: [Cl:1][C:2]1[CH:3]=[C:4]([CH:7]=[CH:8][C:9]=1[Cl:10])[CH2:5][NH2:6].[CH3:11][O:12][C:13](=[O:31])[C:14]1[CH:19]=[CH:18][C:17]([C:20]2[N:21]=[C:22](Cl)[C:23]3[CH:28]=[C:27]([Cl:29])[S:26][C:24]=3[N:25]=2)=[CH:16][CH:15]=1>>[CH3:11][O:12][C:13](=[O:31])[C:14]1[CH:19]=[CH:18][C:17]([C:20]2[N:21]=[C:22]([NH:6][CH2:5][C:4]3[CH:7]=[CH:8][C:9]([Cl:10])=[C:2]([Cl:1])[CH:3]=3)[C:23]3[CH:28]=[C:27]([Cl:29])[S:26][C:24]=3[N:25]=2)=[CH:16][CH:15]=1. Reported procedure: The reaction procedure as above in wherein 3,4-dichlorobenzylamine is reacted with 4-(4-chloro-6-chloro-thieno-[2,3-d]-pyrimidin-2-yl)-benzoic acid methylester yields 4-[4-(3,4-dichlorobenzylamino)-6-chloro-thieno-[2,3-d]-pyrimidin-2-yl]-benzoic acid methylester The reactants are ClC1=CC=C(CS)C=C1 (4-chlorobenzyl mercaptan), B(F)(F)F.CCOCC (boron trifluoride etherate), FC1=C(C=CC=C1)C1(CCN(CC1)C)O (4-(2-fluorophenyl)-4-hydroxy-1-methylpiperidine). The solvent is C(C)(=O)O (acetic acid). Run at time 48 hour. The product is Cl.ClC1=CC=C(CSC2(CCN(CC2)C)C2=C(C=CC=C2)F)C=C1 (4-(4-chlorobenzylthio)-4-(2-fluorophenyl)- 1-methylpiperidine hydrochloride). As a reaction SMILES: [Cl:1][C:2]1[CH:9]=[CH:8][C:5]([CH2:6][SH:7])=[CH:4][CH:3]=1.B(F)(F)F.CCOCC.[F:19][C:20]1[CH:25]=[CH:24][CH:23]=[CH:22][C:21]=1[C:26]1(O)[CH2:31][CH2:30][N:29]([CH3:32])[CH2:28][CH2:27]1>C(O)(=O)C>[ClH:1].[Cl:1][C:2]1[CH:9]=[CH:8][C:5]([CH2:6][S:7][C:26]2([C:21]3[CH:22]=[CH:23][CH:24]=[CH:25][C:20]=3[F:19])[CH2:31][CH2:30][N:29]([CH3:32])[CH2:28][CH2:27]2)=[CH:4][CH:3]=1 |f:1.2,5.6|. Procedure details: 9.9 ml (11.9 g) of 4-chlorobenzyl mercaptan and 11.1 ml of boron trifluoride etherate are added sequentially to 5.00 g of 4-(2-fluorophenyl)-4-hydroxy-1-methylpiperidine. Example 1a, in 11.1 ml of glacial acetic acid. The reaction is stirred at 55°-60° C. for 48 hours. The excess reagents are removed at 80° C. in vacuo and the residue is taken up with a 1:1 ether-2 N hydrochloride acid mixture. This biphasic mixture is stirred for 2.5 hours and then for an additional ten minutes after 50 ml of i... Starting materials: O=[N+]([O-])c1ccc2[nH]c(O)nc2c1, O=P(Cl)(Cl)Cl. The product is O=[N+]([O-])c1ccc2[nH]c(Cl)nc2c1. Reaction SMILES: [OH:1][c:2]1[n:3][c:4]2[c:5]([nH:6]1)[cH:7][cH:8][c:9]([N+:11](=[O:12])[O-:13])[cH:10]2.[P:14]([Cl:15])([Cl:16])([Cl:17])=[O:18]>>[c:2]1([Cl:16])[n:3][c:4]2[c:5]([nH:6]1)[cH:7][cH:8][c:9]([N+:11](=[O:12])[O-:13])[cH:10]2. The product is CC(C)(C)OC(=O)N1CCCCC1C(=O)N1CCN(Cc2ccccc2)CC1. The reactants are CC(C)(C)OC(=O)N1CCCCC1C(=O)O, c1ccc(CN2CCNCC2)cc1, ClCCCl, ClCCl, CN(C)c1ccncc1. RXN SMILES: [C:1](=[O:2])([O:3][C:4]([CH3:5])([CH3:6])[CH3:7])[N:8]1[CH:9]([C:14](=[O:15])[OH:16])[CH2:10][CH2:11][CH2:12][CH2:13]1.[CH2:17]([c:18]1[cH:19][cH:20][cH:21][cH:22][cH:23]1)[N:24]1[CH2:25][CH2:26][NH:27][CH2:28][CH2:29]1.[CH2:30]([Cl:31])[CH2:32][Cl:33].[CH2:43]([Cl:44])[Cl:45].[CH3:34][N:35]([CH3:36])[c:37]1[cH:38][cH:39][n:40][cH:41][cH:42]1>>[C:1](=[O:2])([O:3][C:4]([CH3:5])([CH3:6])[CH3:7])[N:8]1[CH:9]([C:14](=[O:16])[N:27]2[CH2:26][CH2:25][N:24]([CH2:17][c:18]3[cH:19][cH:20][cH:21][cH:22][cH:23]3)[CH2:29][CH2:28]2)[CH2:10][CH2:11][CH2:12][CH2:13]1.